Dataset: the Open Reaction Database (ORD), a public repository of structured organic reaction records. Task: describe an organic reaction: reactants, conditions, products, and yield Starting materials: CC1CNCCN1, O=C(O)c1cn(C2CC2)c2c(F)c(F)c(F)c(F)c2c1=O, c1ccncc1. As a reaction SMILES: [CH3:22][CH:23]1[NH:24][CH2:25][CH2:26][NH:27][CH2:28]1.[CH:1]1([n:4]2[cH:5][c:6]([C:19](=[O:20])[OH:21])[c:7](=[O:18])[c:8]3[c:9]([F:17])[c:10]([F:16])[c:11]([F:15])[c:12]([F:14])[c:13]23)[CH2:2][CH2:3]1.[cH:29]1[cH:30][cH:31][n:32][cH:33][cH:34]1>>[CH:1]1([n:4]2[cH:5][c:6]([C:19](=[O:20])[OH:21])[c:7](=[O:18])[c:8]3[c:9]([F:17])[c:10]([F:16])[c:11]([N:27]4[CH2:26][CH2:25][NH:24][CH:23]([CH3:22])[CH2:28]4)[c:12]([F:14])[c:13]23)[CH2:2][CH2:3]1. Yields the product CC1CN(c2c(F)c(F)c3c(=O)c(C(=O)O)cn(C4CC4)c3c2F)CCN1.